This data is from the Open Reaction Database (ORD), a public repository of structured organic reaction records. The task is: describe an organic reaction: reactants, conditions, products, and yield Reactants: [S] (Sulfur), P12(=S)SP3(=S)SP(=S)(S1)SP(=S)(S2)S3 (P4S10), P12(=S)SP3(=S)SP(=S)(S1)SP(=S)(S2)S3 (P4S10), C1=CC=C(C=C1)CS (Benzylthiol). The solvent is C1=CC(=CC=C1Cl)Cl (dichlorobenzene). Run at temperature 190 celsius. Yields the product C(C1=CC=CC=C1)SP1(SP(S1)(=S)SCC1=CC=CC=C1)=S (2,4-bis(benzylthio)-2,4-dithioxo-1,3,2,4-dithiadiphosphetane). Yield: 50.0%. Reaction SMILES: [S].P12([S:14][P:12]3([S:15]P(S[P:8]([S:11]3)([S:10]1)=[S:9])(=S)S2)=[S:13])=S.[CH:16]1[CH:21]=[CH:20][C:19]([CH2:22]S)=[CH:18][CH:17]=1>C1C(Cl)=CC=C(Cl)C=1>[CH2:22]([S:10][P:8]1(=[S:9])[S:11][P:12]([S:14][CH2:22][C:19]2[CH:20]=[CH:21][CH:16]=[CH:17][CH:18]=2)(=[S:13])[S:15]1)[C:19]1[CH:20]=[CH:21][CH:16]=[CH:17][CH:18]=1 |^3:0|. Reported procedure: The method is derived from the reference H. Davy, Sulfur Letters, vol. 3(2) 39, (1985). P4S10 (8.88 g, 0.02 mol) is mixed with 30 ml of dichlorobenzene until this solvent refluxes (160° C.). Benzylthiol (16.5 ml; 0.14 mol) is slowly added to the solution over 40 minutes, while increasing the temperature up to 190° C. The solution becomes clear; the reaction temperature is then reduced to 80° C. The stirring is stopped in order to allow the residual P4S10 to be separated by settling. The solution... Starting materials: C1(CCCC1)C1=C(C=C(C=C1)CO)C(F)(F)F ((4-cyclopentyl-3-(trifluoromethyl)phenyl)methanol), S(=O)(Cl)Cl (thionyl chloride). Conditions: temperature 50 celsius, time 8 hour. Product: ClCC1=CC(=C(C=C1)C1CCCC1)C(F)(F)F (4-(Chloromethyl)-1-cyclopentyl-2-(trifluoromethyl)benzene). Isolated yield 89.2%. As a reaction SMILES: [CH:1]1([C:6]2[CH:11]=[CH:10][C:9]([CH2:12]O)=[CH:8][C:7]=2[C:14]([F:17])([F:16])[F:15])[CH2:5][CH2:4][CH2:3][CH2:2]1.S(Cl)([Cl:20])=O>>[Cl:20][CH2:12][C:9]1[CH:10]=[CH:11][C:6]([CH:1]2[CH2:5][CH2:4][CH2:3][CH2:2]2)=[C:7]([C:14]([F:17])([F:16])[F:15])[CH:8]=1. Procedure details: To (4-cyclopentyl-3-(trifluoromethyl)phenyl)methanol (1.21 g, 4.95 mmol) was added thionyl chloride (5.5 mL, 74.2 mmol). The mixture was heated at 50° C. for 2 h before it was allowed to cool to room temperature and stirred at room temperature overnight. The mixture was poured into ice and stirred for 5 min before it was extracted with dichloromethane. The organic extract was washed with saturated aqueous sodium bicarbonate solution, dried over anhydrous sodium sulfate and concentrated under red...